Task: describe an organic reaction: reactants, conditions, products, and yield. Dataset: the Open Reaction Database (ORD), a public repository of structured organic reaction records Reactants: CO, CCOC(C)=O, C[Si](C)(C)C#Cc1cccc(OCCC(F)F)c1, [K+], [K+], O=C([O-])[O-], O. Product: C#Cc1cccc(OCCC(F)F)c1. RXN SMILES: [CH3:25][OH:26].[CH3:28][CH2:29][O:30][C:31]([CH3:32])=[O:33].[F:1][CH:2]([CH2:3][CH2:4][O:5][c:6]1[cH:7][c:8]([C:12]#[C:13][Si:14]([CH3:15])([CH3:16])[CH3:17])[cH:9][cH:10][cH:11]1)[F:18].[K+:19].[K+:20].[O-:21][C:22]([O-:23])=[O:24].[OH2:27]>>[F:1][CH:2]([CH2:3][CH2:4][O:5][c:6]1[cH:7][c:8]([C:12]#[CH:13])[cH:9][cH:10][cH:11]1)[F:18]. Run at time 3.5 hour. Reaction SMILES: [Cl:1][C:2]1[CH:19]=[CH:18][C:5]([O:6][CH2:7][C:8]2[N:9]([CH3:17])[C:10]3[C:15]([CH:16]=2)=[CH:14][CH:13]=[CH:12][CH:11]=3)=[CH:4][CH:3]=1.[Br:20]N1C(=O)CCC1=O.O.S([O-])([O-])(=O)=O.[Na+].[Na+]>O1CCCC1>[Br:20][C:16]1[C:15]2[C:10](=[CH:11][CH:12]=[CH:13][CH:14]=2)[N:9]([CH3:17])[C:8]=1[CH2:7][O:6][C:5]1[CH:4]=[CH:3][C:2]([Cl:1])=[CH:19][CH:18]=1 |f:3.4.5|. Yields the product BrC1=C(N(C2=CC=CC=C12)C)COC1=CC=C(C=C1)Cl (3-bromo-2-[(4-chlorophenoxy)methyl]-1-methyl-1H-indole). Procedure: Under an argon atmosphere in a round bottom flask 2-[(4-chlorophenoxy)methyl]-1-methyl-1H-indole (5.0 g, 18.40 mmol) was dissolved in 46 ml of tetrahydrofuran. To this solution was added N-bromosuccinimide (3.28 g, 18.4 mmol of a freshly recrystallized lot), dissolved in 46 ml of tetrahydrofuran. The resulting mixture was stirred over an ice bath for about 3.5 hours, after which time the reaction mixture was poured into about 500 ml of water in which 5.0 grams of sodium sulfate had been dissolve... Starting materials: BrN1C(CCC1=O)=O (N-bromosuccinimide), ClC1=CC=C(OCC=2N(C3=CC=CC=C3C2)C)C=C1 (2-[(4-chlorophenoxy)methyl]-1-methyl-1H-indole), O (water), S(=O)(=O)([O-])[O-].[Na+].[Na+] (sodium sulfate). The solvent is O1CCCC1 (tetrahydrofuran), O1CCCC1 (tetrahydrofuran). Starting materials: F[B-](F)(F)F, F[B-](F)(F)F, CC(=O)Nc1ccc2ccccc2c1, CCOC(C)=O, F[N+]12CC[N+](CCl)(CC1)CC2. The product is CC(=O)Nc1ccc2ccccc2c1F. RXN SMILES: [B-:15]([F:16])([F:17])([F:18])[F:19].[B-:20]([F:21])([F:22])([F:23])[F:24].[C:1]([CH3:2])(=[O:3])[NH:4][c:5]1[cH:6][c:7]2[cH:8][cH:9][cH:10][cH:11][c:12]2[cH:13][cH:14]1.[CH3:36][CH2:37][O:38][C:39]([CH3:40])=[O:41].[Cl:25][CH2:26][N+:27]12[CH2:28][CH2:29][N+:30]([F:31])([CH2:32][CH2:33]1)[CH2:34][CH2:35]2>>[C:1]([CH3:2])(=[O:3])[NH:4][c:5]1[c:6]([F:16])[c:7]2[cH:8][cH:9][cH:10][cH:11][c:12]2[cH:13][cH:14]1. Starting materials: O (water), N([O])(S(=O)(=O)[O-])S(=O)(=O)[O-].[K+].[K+] (Potassium nitrosodisulfonate), OC1=C(C(=CC(=C1C)C)C)CCCCCC(=O)O (6-(2'-hydroxy-3',4',6'-trimethylphenyl)hexanoic acid), O (water), Cl (hydrochloric acid). Run in [OH-].[Na+] (sodium hydroxide). Reaction conditions: temperature 0 celsius. Product: CC=1C(C(=C(C(C1C)=O)C)CCCCCC(=O)O)=O (2,3,5-trimethyl-6-(5'-carboxypentyl)-1,4-benzoquinone). Reaction SMILES: N(S([O-])(=O)=O)(S([O-])(=O)=O)[O].[K+].[K+].[OH:13][C:14]1[C:19]([CH3:20])=[C:18]([CH3:21])[CH:17]=[C:16]([CH3:22])[C:15]=1[CH2:23][CH2:24][CH2:25][CH2:26][CH2:27][C:28]([OH:30])=[O:29].[OH2:31].Cl>[OH-].[Na+]>[CH3:20][C:19]1[C:14](=[O:13])[C:15]([CH2:23][CH2:24][CH2:25][CH2:26][CH2:27][C:28]([OH:30])=[O:29])=[C:16]([CH3:22])[C:17](=[O:31])[C:18]=1[CH3:21] |f:0.1.2,6.7,^1:9|. Reported procedure: Potassium nitrosodisulfonate (0.9 part) was added to a solution of 6-(2'-hydroxy-3',4',6'-trimethylphenyl)hexanoic acid (formula II-2 wherein R=H3C, X=H, Y=OH, n=4, in the free form) (0.111 part) in 1% sodium hydroxide (5 volume parts) and water (3 volume parts) and the mixture was stirred at room temperature for 30 minutes. Then, the reaction mixture was cooled to 0° C. and, following the addition of cold water (50 volume parts), it was rendered acidic with dilute hydrochloric acid, whereupon a... Starting materials: OCCBr, C1CCOC1, [H-], [Na+], O=C1CC(S)CN1Cc1ccc(Oc2ccccc2)cc1. Yields the product O=C1CC(SCCO)CN1Cc1ccc(Oc2ccccc2)cc1. As a reaction SMILES: [Br:22][CH2:23][CH2:24][OH:25].[CH2:28]1[O:29][CH2:30][CH2:31][CH2:32]1.[H-:26].[Na+:27].[SH:1][CH:2]1[CH2:3][C:4](=[O:21])[N:5]([CH2:7][c:8]2[cH:9][cH:10][c:11]([O:14][c:15]3[cH:16][cH:17][cH:18][cH:19][cH:20]3)[cH:12][cH:13]2)[CH2:6]1>>[S:1]([CH:2]1[CH2:3][C:4](=[O:21])[N:5]([CH2:7][c:8]2[cH:9][cH:10][c:11]([O:14][c:15]3[cH:16][cH:17][cH:18][cH:19][cH:20]3)[cH:12][cH:13]2)[CH2:6]1)[CH2:23][CH2:24][OH:25].